This data is from the Open Reaction Database (ORD), a public repository of structured organic reaction records. The task is: describe an organic reaction: reactants, conditions, products, and yield Starting materials: C(=O)NC=1SC=C(N1)C(C(=O)NC1[C@@H]2N(C(=CCS2)C(=O)O)C1=O)=NOCC1=CC=C(C=C1)CNC(=O)OC(C)(C)C (7-[2-(2-Formamidothiazol-4-yl)-2-(4-tert-butoxycarbonylaminomethylbenzyloxyimino)acetamido]-3-cephem-4-carboxylic acid), Cl (hydrochloric acid). Solvent: CO (methanol). Product: Cl.Cl.NC=1SC=C(N1)C(C(=O)NC1[C@@H]2N(C(=CCS2)C(=O)O)C1=O)=NOCC1=CC=C(C=C1)CN (7-[2-(2-aminothiazol-4-yl)-2-(4-aminomethyl benzyloxyimino)acetamido]-3-cephem-4-carboxylic acid dihydrochloride). The yield is 70.6%. RXN SMILES: C([NH:3][C:4]1[S:5][CH:6]=[C:7]([C:9](=[N:25][O:26][CH2:27][C:28]2[CH:33]=[CH:32][C:31]([CH2:34][NH:35]C(OC(C)(C)C)=O)=[CH:30][CH:29]=2)[C:10]([NH:12][CH:13]2[C:23](=[O:24])[N:15]3[C:16]([C:20]([OH:22])=[O:21])=[CH:17][CH2:18][S:19][C@H:14]23)=[O:11])[N:8]=1)=O.[ClH:43]>CO>[ClH:43].[ClH:43].[NH2:3][C:4]1[S:5][CH:6]=[C:7]([C:9](=[N:25][O:26][CH2:27][C:28]2[CH:29]=[CH:30][C:31]([CH2:34][NH2:35])=[CH:32][CH:33]=2)[C:10]([NH:12][CH:13]2[C:23](=[O:24])[N:15]3[C:16]([C:20]([OH:22])=[O:21])=[CH:17][CH2:18][S:19][C@H:14]23)=[O:11])[N:8]=1 |f:3.4.5|. Reported procedure: 7-[2-(2-Formamidothiazol-4-yl)-2-(4-tert-butoxycarbonylaminomethylbenzyloxyimino)acetamido]-3-cephem-4-carboxylic acid (syn isomer, 1.4 g.), conc. hydrochloric acid (0.95 g.) and methanol (15 ml.) were treated in a similar manner to that of Example 4-(2) to give 7-[2-(2-aminothiazol-4-yl)-2-(4-aminomethyl benzyloxyimino)acetamido]-3-cephem-4-carboxylic acid dihydrochloride (syn isomer, 0.9 g.).